From a dataset of the Open Reaction Database (ORD), a public repository of structured organic reaction records. describe an organic reaction: reactants, conditions, products, and yield Starting materials: [Li]CCCC, CCOCC, O=C(CF)C(F)(F)F, C1CCOC1, C#Cc1ccc(S(=O)(=O)c2ccccc2)cc1. The product is O=S(=O)(c1ccccc1)c1ccc(C#CC(O)(CF)C(F)(F)F)cc1. RXN SMILES: [CH2:18]([Li:19])[CH2:20][CH2:21][CH3:22].[CH3:31][CH2:32][O:33][CH2:34][CH3:35].[F:23][C:24]([C:25](=[O:26])[CH2:27][F:28])([F:29])[F:30].[O:36]1[CH2:37][CH2:38][CH2:39][CH2:40]1.[c:1]1([S:7](=[O:8])(=[O:9])[c:10]2[cH:11][cH:12][c:13]([C:16]#[CH:17])[cH:14][cH:15]2)[cH:2][cH:3][cH:4][cH:5][cH:6]1>>[c:1]1([S:7](=[O:8])(=[O:9])[c:10]2[cH:11][cH:12][c:13]([C:16]#[C:17][C:25]([C:24]([F:23])([F:29])[F:30])([OH:26])[CH2:27][F:28])[cH:14][cH:15]2)[cH:2][cH:3][cH:4][cH:5][cH:6]1. Reactants: COc1ccc(C(=O)Cl)cc1, CCC=CCCOC(=O)CC(=O)OCCC=CCC, [H-], [Na+]. The product is CCC=CCCOC(=O)C(C(=O)OCCC=CCC)C(=O)c1ccc(OC)cc1. Reaction SMILES: [C:20]([c:21]1[cH:22][cH:23][c:24]([O:27][CH3:28])[cH:25][cH:26]1)(=[O:29])[Cl:30].[CH2:1]([CH2:2][CH:3]=[CH:4][CH2:5][CH3:6])[O:7][C:8]([CH2:9][C:10](=[O:11])[O:12][CH2:13][CH2:14][CH:15]=[CH:16][CH2:17][CH3:18])=[O:19].[H-:31].[Na+:32]>>[CH2:1]([CH2:2][CH:3]=[CH:4][CH2:5][CH3:6])[O:7][C:8]([CH:9]([C:10](=[O:11])[O:12][CH2:13][CH2:14][CH:15]=[CH:16][CH2:17][CH3:18])[C:20]([c:21]1[cH:22][cH:23][c:24]([O:27][CH3:28])[cH:25][cH:26]1)=[O:29])=[O:19]. Starting materials: CC1(CC=C(C=2C=CC(=CC12)[Se]C1=CC=C(C=C1)/C=C/C(=O)OCC)C1=CC=C(C=C1)C)C (ethyl(E)-3-[4-(8,8-dimethyl-5-p-tolyl-7,8-dihydro-2-naphthylselanyl)phenyl]acrylate), O.[OH-].[Li+] (lithium hydroxide hydrate). Yields the product CC1(CC=C(C=2C=CC(=CC12)[Se]C1=CC=C(C=C1)/C=C/C(=O)O)C1=CC=C(C=C1)C)C ((E)-3-[4-(8,8-Dimethyl-5-p-tolyl-7,8-dihydro-2-naphthylselanyl)phenyl]acrylic acid). Reaction SMILES: [CH3:1][C:2]1([CH3:33])[C:11]2[CH:10]=[C:9]([Se:12][C:13]3[CH:18]=[CH:17][C:16](/[CH:19]=[CH:20]/[C:21]([O:23]CC)=[O:22])=[CH:15][CH:14]=3)[CH:8]=[CH:7][C:6]=2[C:5]([C:26]2[CH:31]=[CH:30][C:29]([CH3:32])=[CH:28][CH:27]=2)=[CH:4][CH2:3]1.O.[OH-].[Li+]>>[CH3:1][C:2]1([CH3:33])[C:11]2[CH:10]=[C:9]([Se:12][C:13]3[CH:18]=[CH:17][C:16](/[CH:19]=[CH:20]/[C:21]([OH:23])=[O:22])=[CH:15][CH:14]=3)[CH:8]=[CH:7][C:6]=2[C:5]([C:26]2[CH:27]=[CH:28][C:29]([CH3:32])=[CH:30][CH:31]=2)=[CH:4][CH2:3]1 |f:1.2.3|. Reported procedure: In a manner similar to that of Example 1g, by reacting 0.11 g (0.23 mmol) of ethyl(E)-3-[4-(8,8-dimethyl-5-p-tolyl-7,8-dihydro-2-naphthylselanyl)phenyl]acrylate with 0.11 g (2.6 mmol) of lithium hydroxide hydrate, a yellow solid is obtained (0.08 g; yield=78%). Reactants: O=C(CCCCC(=O)O)NCCC1=CC=CC=C1 (6-oxo-6-(2-phenylethylamino)hexanoic acid), C(=O)(N1C=NC=C1)N1C=NC=C1 (carbonyldiimidazole), COC1=C2CCC(CC2=CC=C1OC)N (1,2,3,4-tetrahydro-5,6-dimethoxy-2- aminonaphthalene). Solvent: ClCCl (dichloromethane), ClCCl (dichloromethane). Reaction conditions: time 18 hour. Product: COC1=C2CCC(CC2=CC=C1OC)NC(CCCCC(=O)NCCC1=CC=CC=C1)=O (N-[1,2,3,4-Tetrahydro-5,6-dimethoxy-2-naphthyl]-N'-[2-phenylethyl]hexane-1,6-diamide). Reaction SMILES: [O:1]=[C:2]([NH:10][CH2:11][CH2:12][C:13]1[CH:18]=[CH:17][CH:16]=[CH:15][CH:14]=1)[CH2:3][CH2:4][CH2:5][CH2:6][C:7](O)=[O:8].C(N1C=CN=C1)(N1C=CN=C1)=O.[CH3:31][O:32][C:33]1[C:42]([O:43][CH3:44])=[CH:41][CH:40]=[C:39]2[C:34]=1[CH2:35][CH2:36][CH:37]([NH2:45])[CH2:38]2>ClCCl>[CH3:31][O:32][C:33]1[C:42]([O:43][CH3:44])=[CH:41][CH:40]=[C:39]2[C:34]=1[CH2:35][CH2:36][CH:37]([NH:45][C:7](=[O:8])[CH2:6][CH2:5][CH2:4][CH2:3][C:2]([NH:10][CH2:11][CH2:12][C:13]1[CH:18]=[CH:17][CH:16]=[CH:15][CH:14]=1)=[O:1])[CH2:38]2. Procedure: A solution of 6-oxo-6-(2-phenylethylamino)hexanoic acid (2.49 g) and carbonyldiimidazole (1.62 g) in dry dichloromethane (100 ml) was stirred under a nitrogen atmosphere for 2 hours at room temperature. A solution of 1,2,3,4-tetrahydro-5,6-dimethoxy-2- aminonaphthalene (2.07 g) in dichloromethane (20 ml) was added and the solution stirred at room temperature for 18 hours. The solution was washed with dilute hydrochloric acid, dilute sodium carbonate solution and water. The organic phase was sepa... Reactants: C(C1=CC=CC=C1)(=O)CCC(=O)O (3-benzoylpropionic acid), OS(=O)(=O)O (H2SO4), CO (methanol). Yields the product C(C1=CC=CC=C1)(=O)CCC(=O)OC (methyl 3-benzoylpropionate). Isolated yield 100.0%. As a reaction SMILES: [C:1]([CH2:9][CH2:10][C:11]([OH:13])=[O:12])(=[O:8])[C:2]1[CH:7]=[CH:6][CH:5]=[CH:4][CH:3]=1.OS(O)(=O)=O.[CH3:19]O>>[C:1]([CH2:9][CH2:10][C:11]([O:13][CH3:19])=[O:12])(=[O:8])[C:2]1[CH:7]=[CH:6][CH:5]=[CH:4][CH:3]=1. Reported procedure: To a 1.0 L round bottom flask was added 49.25 g (0.276 mol) of 3-benzoylpropionic acid. To this was added 700 mL of ACS methanol and the solution stirred until all of the acid had dissolved. To this solution was added approximately 2.0 mL of conc. H2SO4 and the reaction refluxed for 2.5 hours. The reaction can be monitored by HPLC. After the reaction was determined to be complete, the methanol was removed on the rotoevaporator and to the residual oil was added ethyl acetate (~500 mL). To the eth... Starting materials: C(=O)(O)[O-].[Na+] (NaHCO3), P(Cl)(Cl)(Cl)(Cl)Cl (PCl5), N1=C(C=C(C=C1)C(=O)O)C(=O)O (pyridine-2,4-dicarboxylic acid), CO (methanol). The solvent is ClCCl (dichloromethane), O.O (water H2O). Run at time 45 minute. The product is COC(=O)C1=NC=CC(=C1)C(=O)OC (Dimethylpyridine-2,4-dicarboxylate). As a reaction SMILES: P(Cl)(Cl)(Cl)(Cl)Cl.[N:7]1[CH:12]=[CH:11][C:10]([C:13]([OH:15])=[O:14])=[CH:9][C:8]=1[C:16]([OH:18])=O.[CH3:19][OH:20].[C:21]([O-])(O)=O.[Na+]>ClCCl.O.O>[CH3:19][O:20][C:16]([C:8]1[CH:9]=[C:10]([C:13]([O:15][CH3:21])=[O:14])[CH:11]=[CH:12][N:7]=1)=[O:18] |f:3.4,6.7|. Procedure details: PCl5 (39 g; 0.186 mol; 3 eq) and pyridine-2,4-dicarboxylic acid (11.5 g; 6.2×10−2 mol) are introduced into a 500 mL flask. The mixture is stirred at ambient temperature for 45 minutes: it forms a green liquid. It is then diluted with dichloromethane (80 mL) then methanol is added (20 mL) with caution. The whole is poured into water H2O (300 mL) containing 60 g of NaHCO3, the aqueous phase is washed with dichloromethane (4×50 mL) and the organic phase is washed with 1M Na2CO3 (2×50 mL). The crude...